describe an organic reaction: reactants, conditions, products, and yield From a dataset of the Open Reaction Database (ORD), a public repository of structured organic reaction records. Reactants: NC1=CC=C(C=N1)OC=1C=C(C=CC1)NC(C1=CC(=CC=C1)C(C)(C)C#N)=O (N-{3-[(6-aminopyridin-3-yl)oxy]phenyl}-3-(1-cyano-1-methylethyl)benzamide), C(OCC)(=O)N=C=S (ethyl isothiocyanatocarbonate), O (Water). Run in CS(=O)C (DMSO). Reaction conditions: time 21 hour. Product: C(#N)C(C)(C)C=1C=C(C=CC1)C(=O)NC=1C=C(OC=2C=CC(=NC2)NC(=S)NC(OCC)=O)C=CC1 (ethyl ({5-[3-({[3-(1-cyano-1-methylethyl)phenyl]carbonyl}amino)phenoxy]pyridin-2-yl}carbamothioyl)carbamate). RXN SMILES: [NH2:1][C:2]1[N:7]=[CH:6][C:5]([O:8][C:9]2[CH:10]=[C:11]([NH:15][C:16](=[O:28])[C:17]3[CH:22]=[CH:21][CH:20]=[C:19]([C:23]([C:26]#[N:27])([CH3:25])[CH3:24])[CH:18]=3)[CH:12]=[CH:13][CH:14]=2)=[CH:4][CH:3]=1.[C:29]([N:34]=[C:35]=[S:36])(=[O:33])[O:30][CH2:31][CH3:32].O>CS(C)=O>[C:26]([C:23]([C:19]1[CH:18]=[C:17]([C:16]([NH:15][C:11]2[CH:10]=[C:9]([CH:14]=[CH:13][CH:12]=2)[O:8][C:5]2[CH:4]=[CH:3][C:2]([NH:1][C:35]([NH:34][C:29](=[O:33])[O:30][CH2:31][CH3:32])=[S:36])=[N:7][CH:6]=2)=[O:28])[CH:22]=[CH:21][CH:20]=1)([CH3:24])[CH3:25])#[N:27]. Procedure: To a solution of N-{3-[(6-aminopyridin-3-yl)oxy]phenyl}-3-(1-cyano-1-methylethyl)benzamide (4.32 g, 11.6 mmol) in DMSO (100 mL) was added ethyl isothiocyanatocarbonate (1.64 mL, 13.9 mmol), and the mixture was stirred at room temperature for 21 hr. Water (300 mL) was added to the reaction mixture, and the mixture was extracted with ethyl acetate (250 mL, 50 mL). The combined organic layer was washed with saturated brine (30 mL) and dried over anhydrous magnesium sulfate. The insoluble material w... Reactants: ClCCl, COc1cc(-c2nn(-c3ccc([N+](=O)[O-])cc3)c3ncnc(N)c23)ccc1NC(=O)OC(C)(C)C, O=C(O)C(F)(F)F. Yields the product COc1cc(-c2nn(-c3ccc([N+](=O)[O-])cc3)c3ncnc(N)c23)ccc1N. As a reaction SMILES: [Cl:43][CH2:44][Cl:45].[NH2:1][c:2]1[c:3]2[c:4]([n:5][cH:6][n:7]1)[n:8](-[c:27]1[cH:28][cH:29][c:30]([N+:33](=[O:34])[O-:35])[cH:31][cH:32]1)[n:9][c:10]2-[c:11]1[cH:12][c:13]([O:25][CH3:26])[c:14]([NH:17][C:18](=[O:19])[O:20][C:21]([CH3:22])([CH3:23])[CH3:24])[cH:15][cH:16]1.[OH:36][C:37]([C:38]([F:39])([F:40])[F:41])=[O:42]>>[NH2:1][c:2]1[c:3]2[c:4]([n:5][cH:6][n:7]1)[n:8](-[c:27]1[cH:28][cH:29][c:30]([N+:33](=[O:34])[O-:35])[cH:31][cH:32]1)[n:9][c:10]2-[c:11]1[cH:12][c:13]([O:25][CH3:26])[c:14]([NH2:17])[cH:15][cH:16]1. As a reaction SMILES: Cl[CH2:2][CH2:3][O:4][C:5]1[CH:10]=[CH:9][C:8](/[C:11](/[C:25]2[CH:30]=[CH:29][C:28]([OH:31])=[CH:27][CH:26]=2)=[C:12](/[C:15]2[CH:24]=[CH:23][C:18]3[N:19]([CH3:22])[CH:20]=[N:21][C:17]=3[CH:16]=2)\[CH2:13][CH3:14])=[CH:7][CH:6]=1.[CH3:32][NH2:33]>CO>[CH3:22][N:19]1[C:18]2[CH:23]=[CH:24][C:15](/[C:12](/[CH2:13][CH3:14])=[C:11](\[C:25]3[CH:30]=[CH:29][C:28]([OH:31])=[CH:27][CH:26]=3)/[C:8]3[CH:9]=[CH:10][C:5]([O:4][CH2:3][CH2:2][NH:33][CH3:32])=[CH:6][CH:7]=3)=[CH:16][C:17]=2[N:21]=[CH:20]1. Reported procedure: According to the same procedure as example 1, step E described, (E)-4-(1-(4-(2-chloroethoxy)phenyl)-2-(1-methyl-1H-benzo[d]imidazol-5-yl)but-1-enyl)phenol (made by example 8, step F) was reacted with MeNH2 (30% wt in water) in MeOH under reflux to give the desired (E)-product. 1H NMR (400 MHz, CDCl3) δ 7.78 (s, 1H), 7.63 (s, 1H), 7.18 (d, J=8.8 Hz, 2H), 7.13 (d, J=8.4 Hz, 1H), 7.01 (dd, J=8.4 Hz, 1.2 Hz, 1H), 6.88 (d, J=8.8 Hz, 2H), 6.72 (d, J=8.4 Hz, 2H), 6.40 (d, J=8.4 Hz, 2H), 4.10 (t, J=5.2 ... Solvent: CO (MeOH). Yields the product CN1C=NC2=C1C=CC(=C2)/C(=C(/C2=CC=C(C=C2)OCCNC)\C2=CC=C(C=C2)O)/CC ((E)-4-(2-(1-methyl-1H-benzo[d]imidazol-5-yl)-1-(4-(2-(methylamino)ethoxy)phenyl)but-1-enyl)phenol). Starting materials: ClCCOC1=CC=C(C=C1)\C(=C(/CC)\C1=CC2=C(N(C=N2)C)C=C1)\C1=CC=C(C=C1)O ((E)-4-(1-(4-(2-chloroethoxy)phenyl)-2-(1-methyl-1H-benzo[d]imidazol-5-yl)but-1-enyl)phenol), CN (MeNH2). The reactants are Cl (HCl), [OH-].[Na+] (NaOH), C(C)O (ethanol), O (water), C1(=CC=CC=C1)N=C(C=1C(C(=O)O)=C(C(C(=O)O)=C(C(O)=NC2=CC=CC=C2)C1OC1=CC=C(C=C1)OC(C)(C)C)OC1=CC=C(C=C1)OC(C)(C)C)O (N,N'-diphenyl-3,6-bis[4-(t-butyloxy)phenyloxy]pyromellitic diimide). The product is C(C)(C)(C)OC1=CC=C(C=C1)OC1=C(C(C(=O)O)=C(C(=C1C(=O)O)C(=O)O)OC1=CC=C(C=C1)OC(C)(C)C)C(=O)O (3,6-bis[4-(t-butyloxy)phenyloxy]pyromellitic acid). RXN SMILES: [OH-:1].[Na+].C(O)C.C1(N=[C:13]([OH:59])[C:14]2[C:15](=[C:19]([O:47][C:48]3[CH:53]=[CH:52][C:51]([O:54][C:55]([CH3:58])([CH3:57])[CH3:56])=[CH:50][CH:49]=3)[C:20](=[C:24]([C:34]=2[O:35][C:36]2[CH:41]=[CH:40][C:39]([O:42][C:43]([CH3:46])([CH3:45])[CH3:44])=[CH:38][CH:37]=2)[C:25](=NC2C=CC=CC=2)[OH:26])[C:21]([OH:23])=[O:22])[C:16]([OH:18])=[O:17])C=CC=CC=1.Cl.[OH2:61]>>[C:43]([O:42][C:39]1[CH:38]=[CH:37][C:36]([O:35][C:34]2[C:14]([C:13]([OH:59])=[O:1])=[C:15]([C:16]([OH:18])=[O:17])[C:19]([O:47][C:48]3[CH:53]=[CH:52][C:51]([O:54][C:55]([CH3:56])([CH3:58])[CH3:57])=[CH:50][CH:49]=3)=[C:20]([C:21]([OH:23])=[O:22])[C:24]=2[C:25]([OH:26])=[O:61])=[CH:41][CH:40]=1)([CH3:46])([CH3:45])[CH3:44] |f:0.1|. Procedure details: Into 150 ml of 10% NaOH solution made from 1:1 (v:v) mixture of ethanol and water were dissolved 2 g of N,N'-diphenyl-3,6-bis[4-(t-butyloxy)phenyloxy]pyromellitic diimide obtained from above. This solution was refluxed for 72 hr under nitrogen atmosphere and then cooled to ambient temperature. When it was neutralized with 5% aqueous HCl, white precipitates were formed. These precipitates were filtered, air-dried and recrystallized from 1:1 (v:v) mixture of hexane and ethyl acetate to obtain 3,6-... Starting materials: [N+](=O)([O-])C1=C(C(=C(C(=C1)Cl)C)Cl)O (2-nitro-4,6-dichloro-5-methylphenol), ClC1=CC=C(C=C1C)O (4-chloro-5-methyl-phenol), S(O)(O)(=O)=O (sulphuric acid). The product is S(=O)(=O)(O)C1=C(C=C(C(=C1)Cl)C)O (2-sulpho-4-chloro-5-methylphenol). As a reaction SMILES: [N+]([C:4]1[CH:9]=[C:8]([Cl:10])[C:7]([CH3:11])=[C:6](Cl)[C:5]=1[OH:13])([O-])=O.ClC1C(C)=CC(O)=CC=1.[S:23](=O)(=[O:26])([OH:25])[OH:24]>>[S:23]([C:4]1[CH:9]=[C:8]([Cl:10])[C:7]([CH3:11])=[CH:6][C:5]=1[OH:13])([OH:26])(=[O:25])=[O:24]. Procedure details: According to the present invention there is provided a process for preparing 2-nitro-4,6-dichloro-5-methylphenol comprising sulphonation of 4-chloro-5-methyl-phenol with concentrated sulphuric acid at elevated temperature to form 2-sulpho-4-chloro-5-methylphenol, thereafter diluting the reaction mixture with water to a sulphuric acid content of 20 to 30%, chlorinating the resulting 2-sulpho-4-chloro-5-methylphenol with chlorine at elevated temperature and normal or elevated pressure to form 2-su...